This data is from the Open Reaction Database (ORD), a public repository of structured organic reaction records. The task is: describe an organic reaction: reactants, conditions, products, and yield Procedure: Synthesis of compounds ERW1041A, B, C, D, E, and 1069 were synthesized using the methods of Choi et al. Chemistry & Biology, Volume 12, Issue 4, Pages 469-475, except the amino-acid amines are protected by a quinoline-containing carbamate. This quinoline-containing carbamate is synthesized by reducing 3-quinolylcarbaldehyde with sodium borohydride in THF followed by an aqueous workup and flash chromatography yielding 3-quinolylcarbinol. para-Nitro-phenylchloroformate is reacted with 3-quinolylca... Reactants: N1=CC=CC2=CC=CC=C12 (quinoline), C(N)([O-])=O (carbamate), amino-acid amines, N1=CC=CC2=CC=CC=C12 (quinoline), C(N)([O-])=O (carbamate), [BH4-].[Na+] (sodium borohydride). RXN SMILES: [N:1]1[C:10]2[C:5](=[CH:6][CH:7]=[CH:8][CH:9]=2)[CH:4]=[CH:3][CH:2]=1.[C:11](=O)([O-:13])N.[BH4-].[Na+]>C1COCC1>[N:1]1[C:10]2[C:5](=[CH:6][CH:7]=[CH:8][CH:9]=2)[CH:4]=[C:3]([CH2:11][OH:13])[CH:2]=1 |f:2.3|. The product is N1=CC(=CC2=CC=CC=C12)CO (3-quinolylcarbinol). Solvent: C1CCOC1 (THF). The reactants are N#Cc1ccc(Br)cn1, CCOC(C)=O, [Na+], O=C([O-])O, CN(C)C=O, OCc1cccc(S)c1. The product is N#Cc1ccc(Sc2cccc(CO)c2)cn1. Reaction SMILES: [Br:15][c:16]1[cH:17][cH:18][c:19]([C:22]#[N:23])[n:20][cH:21]1.[CH3:29][CH2:30][O:31][C:32](=[O:33])[CH3:34].[Na+:5].[O-:1][C:2]([OH:3])=[O:4].[O:24]=[CH:25][N:26]([CH3:27])[CH3:28].[SH:6][c:7]1[cH:8][c:9]([CH2:13][OH:14])[cH:10][cH:11][cH:12]1>>[S:6]([c:7]1[cH:8][c:9]([CH2:13][OH:14])[cH:10][cH:11][cH:12]1)[c:16]1[cH:17][cH:18][c:19]([C:22]#[N:23])[n:20][cH:21]1. Reactants: CC(=O)[O-], CC(=O)O, CC(C)(C)S(=O)NC(C1CC1)C(F)(F)S(=O)(=O)c1ccccc1, [Mg], [Na+], CN(C)C=O, O. Product: CC(C)(C)S(=O)NC(C(F)F)C1CC1. RXN SMILES: [C:24]([O-:25])(=[O:26])[CH3:27].[C:29]([OH:30])(=[O:31])[CH3:32].[CH:1]1([CH:4]([C:5]([S:6]([c:7]2[cH:8][cH:9][cH:10][cH:11][cH:12]2)(=[O:13])=[O:14])([F:15])[F:16])[NH:17][S:18](=[O:19])[C:20]([CH3:21])([CH3:22])[CH3:23])[CH2:2][CH2:3]1.[Mg:33].[Na+:28].[O:34]=[CH:35][N:36]([CH3:37])[CH3:38].[OH2:39]>>[CH:1]1([CH:4]([CH:5]([F:15])[F:16])[NH:17][S:18](=[O:19])[C:20]([CH3:21])([CH3:22])[CH3:23])[CH2:2][CH2:3]1. The reactants are C(\C=C\CCCCCCC)(=O)O (Trans-2-decenoic acid). The solvent is S(=O)(Cl)Cl (thionyl chloride), O (water). Product: C(\C=C\CCCCCCC)OC(\C=C\CCCCCCC)=O (Trans-2-Decenoic Acid-Trans-2-Decenyl Ester). RXN SMILES: [C:1]([OH:12])(=[O:11])/[CH:2]=[CH:3]/[CH2:4][CH2:5][CH2:6][CH2:7][CH2:8][CH2:9][CH3:10]>S(Cl)(Cl)=O.O>[CH2:1]([O:11][C:1](=[O:12])/[CH:2]=[CH:3]/[CH2:4][CH2:5][CH2:6][CH2:7][CH2:8][CH2:9][CH3:10])/[CH:2]=[CH:3]/[CH2:4][CH2:5][CH2:6][CH2:7][CH2:8][CH2:9][CH3:10]. Procedure details: Trans-2-decenoic acid was dissolved in thionyl chloride (10 ml) and treated in water bath for 3 hours to distill off excess thionyl chloride. Trans-2-decen-1-ol (30 ml) was added to chloride of trans-2-decenoic acid and refluxed in water bath for 2 hours. After cooling, the reaction mixture was added to 1N HCl (80 ml) to be acidic and distributed with EtOAc. The distributed liquid was purified with column chromatography (developing solvent: C6H14-EtOAc (3:1)) after concentration, and trans-2-dec... The reactants are CCCC[Sn](Cl)(CCCC)CCCC, COc1ccccn1, CN(C)CCO, CCCCCC, [Li]CCCC, O. Yields the product CCCC[Sn](CCCC)(CCCC)c1cccc(OC)n1. RXN SMILES: [CH2:20]([CH2:21][CH2:22][CH3:23])[Sn:24]([CH2:25][CH2:26][CH2:27][CH3:28])([CH2:29][CH2:30][CH2:31][CH3:32])[Cl:33].[CH3:12][O:13][c:14]1[n:15][cH:16][cH:17][cH:18][cH:19]1.[CH3:1][N:2]([CH3:3])[CH2:4][CH2:5][OH:6].[CH3:34][CH2:35][CH2:36][CH2:37][CH2:38][CH3:39].[CH3:7][CH2:8][CH2:9][CH2:10][Li:11].[OH2:40]>>[CH3:12][O:13][c:14]1[n:15][c:16]([Sn:24]([CH2:20][CH2:21][CH2:22][CH3:23])([CH2:25][CH2:26][CH2:27][CH3:28])[CH2:29][CH2:30][CH2:31][CH3:32])[cH:17][cH:18][cH:19]1. Reactants: CC#N, COc1nc(OC)nc([N+]2(C)CCOCC2)n1, [Cl-], O, O=C(O)c1cccc2cc(O)ccc12. The product is COc1nc(OC)nc(OC(=O)c2cccc3cc(O)ccc23)n1. As a reaction SMILES: [CH3:15][C:16]#[N:17].[CH3:19][O:20][c:21]1[n:22][c:23]([N+:29]2([CH3:30])[CH2:31][CH2:32][O:33][CH2:34][CH2:35]2)[n:24][c:25]([O:27][CH3:28])[n:26]1.[Cl-:18].[OH2:36].[OH:1][c:2]1[cH:3][c:4]2[cH:5][cH:6][cH:7][c:8]([C:12](=[O:13])[OH:14])[c:9]2[cH:10][cH:11]1>>[OH:1][c:2]1[cH:3][c:4]2[cH:5][cH:6][cH:7][c:8]([C:12](=[O:13])[O:14][c:23]3[n:22][c:21]([O:20][CH3:19])[n:26][c:25]([O:27][CH3:28])[n:24]3)[c:9]2[cH:10][cH:11]1.